Task: describe an organic reaction: reactants, conditions, products, and yield. Dataset: the Open Reaction Database (ORD), a public repository of structured organic reaction records Starting materials: FC=1C=C(C=NC1OC)N (5-fluoro-6-methoxypyridin-3-amine), ClC=1C=C(C(=NC1)F)C1=NC(=NC(=N1)C)NCCOC (4-(5-chloro-2-fluoropyridin-3-yl)-N-(2-methoxyethyl)-6-methyl-1,3,5-triazin-2-amine), [Li+].C[Si](C)(C)[N-][Si](C)(C)C (LiHMDS). Solvent: C1CCOC1 (THF). Conditions: time 5 minute. Product: ClC=1C=C(C(=NC1)NC=1C=NC(=C(C1)F)OC)C1=NC(=NC(=N1)C)NCCOC (4-(5-Chloro-2-(5-Fluoro-6-Methoxypyridin-3-Ylamino)Pyridin-3-yl)-N-(2-Methoxyethyl)-6-Methyl-1,3,5-Triazin-2-Amine). Yield: 62.7%. RXN SMILES: [F:1][C:2]1[CH:3]=[C:4]([NH2:10])[CH:5]=[N:6][C:7]=1[O:8][CH3:9].[Cl:11][C:12]1[CH:13]=[C:14]([C:19]2[N:24]=[C:23]([CH3:25])[N:22]=[C:21]([NH:26][CH2:27][CH2:28][O:29][CH3:30])[N:20]=2)[C:15](F)=[N:16][CH:17]=1.[Li+].C[Si]([N-][Si](C)(C)C)(C)C>C1COCC1>[Cl:11][C:12]1[CH:13]=[C:14]([C:19]2[N:24]=[C:23]([CH3:25])[N:22]=[C:21]([NH:26][CH2:27][CH2:28][O:29][CH3:30])[N:20]=2)[C:15]([NH:10][C:4]2[CH:5]=[N:6][C:7]([O:8][CH3:9])=[C:2]([F:1])[CH:3]=2)=[N:16][CH:17]=1 |f:2.3|. Procedure: A mixture of 5-fluoro-6-methoxypyridin-3-amine (Anichem, N.J., USA, 100 mg, 0.704 mmol) and 4-(5-chloro-2-fluoropyridin-3-yl)-N-(2-methoxyethyl)-6-methyl-1,3,5-triazin-2-amine (130 mg, 0.437 mmol) in THF (5 mL) was cooled in an ice bath and LiHMDS (1.0 M, 1500 μL, 1.500 mmol) was added under nitrogen. After 5 min, the cooling bath was removed. After 10 min, the mixture was neutralized with HCl (5N, 0.3 mL) and then partitioned between EtOAc (20 mL) and water (10 mL). The organic layer was washed... The reactants are COC(=O)C1=C(N=CS1)N (4-aminothiazole-5-carboxylic acid methyl ester), solution, stannous chloride, N(=O)[O-].[Na+] (sodium nitrite). Run in Cl (hydrochloric acid), Cl (hydrochloric acid). Conditions: temperature 0 celsius, time 30 minute. Yields the product COC(=O)C1=C(N=CS1)NN (4-hydrazinothiazole-5-carboxylic acid methyl ester). Isolated yield 69.2%. As a reaction SMILES: [CH3:1][O:2][C:3]([C:5]1[S:9][CH:8]=[N:7][C:6]=1[NH2:10])=[O:4].[N:11]([O-])=O.[Na+]>Cl>[CH3:1][O:2][C:3]([C:5]1[S:9][CH:8]=[N:7][C:6]=1[NH:10][NH2:11])=[O:4] |f:1.2|. Procedure: To a solution of 4-aminothiazole-5-carboxylic acid methyl ester (15.3 g) in concentrated hydrochloric acid (90 ml) there was added dropwise an aqueous solution (10 ml) containing sodium nitrite (7.32 g) at 0-10° C. The mixture was then stirred at 0° C. for 30 minutes. To this mixture there was added dropwise a concentrated hydrochloric acid solution (100 ml) containing stannous chloride (73.2 g) at 0-10° C., and the mixture was stirred at the same temperature for 2 hours. The mixture was filtere... Yields the product C(C)(C)(C)OC(=O)C1=C(C=NC=C1)C=1NC2=CC(=CC=C2C1C1CCCCC1)C(=O)OC (Methyl 2-(4-(tert-butoxycarbonyl)pyridin-3-yl)-3-cyclohexyl-1H-indole-6-carboxylate). The yield is 78.2%. The reagents and catalysts are C=1C=CC(=CC1)[P](C=2C=CC=CC2)(C=3C=CC=CC3)[Pd]([P](C=4C=CC=CC4)(C=5C=CC=CC5)C=6C=CC=CC6)([P](C=7C=CC=CC7)(C=8C=CC=CC8)C=9C=CC=CC9)[P](C=1C=CC=CC1)(C=1C=CC=CC1)C=1C=CC=CC1 (Pd(PPh3)4). As a reaction SMILES: [CH:1]1([C:7]2[C:15]3[C:10](=[CH:11][C:12]([C:16]([O:18][CH3:19])=[O:17])=[CH:13][CH:14]=3)[NH:9][C:8]=2B2OC(C)(C)C(C)(C)O2)[CH2:6][CH2:5][CH2:4][CH2:3][CH2:2]1.Br[C:30]1[CH:31]=[N:32][CH:33]=[CH:34][C:35]=1NC(=O)OC(C)(C)C.[Li+].[Cl-].[C:46]([O-:49])([O-])=[O:47].[Na+].[Na+]>C(O)C.C1C=CC([P]([Pd]([P](C2C=CC=CC=2)(C2C=CC=CC=2)C2C=CC=CC=2)([P](C2C=CC=CC=2)(C2C=CC=CC=2)C2C=CC=CC=2)[P](C2C=CC=CC=2)(C2C=CC=CC=2)C2C=CC=CC=2)(C2C=CC=CC=2)C2C=CC=CC=2)=CC=1.C1(C)C=CC=CC=1>[C:1]([O:49][C:46]([C:35]1[CH:30]=[CH:31][N:32]=[CH:33][C:34]=1[C:8]1[NH:9][C:10]2[C:15]([C:7]=1[CH:1]1[CH2:6][CH2:5][CH2:4][CH2:3][CH2:2]1)=[CH:14][CH:13]=[C:12]([C:16]([O:18][CH3:19])=[O:17])[CH:11]=2)=[O:47])([CH3:7])([CH3:6])[CH3:2] |f:2.3,4.5.6,^1:58,60,79,98|. Solvent: C(C)O (ethanol), C1(=CC=CC=C1)C (toluene). Run at temperature 80 celsius. The reactants are C1(CCCCC1)C1=C(NC2=CC(=CC=C12)C(=O)OC)B1OC(C(O1)(C)C)(C)C (methyl 3-cyclohexyl-2-(4,4,5,5-tetramethyl-1,3,2-dioxaborolan-2-yl)-1H-indole-6-carboxylate), BrC=1C=NC=CC1NC(OC(C)(C)C)=O (tert-butyl 3-bromopyridin-4-ylcarbamate), [Li+].[Cl-] (LiCl), C(=O)([O-])[O-].[Na+].[Na+] (Na2CO3). Procedure: To a mixture of methyl 3-cyclohexyl-2-(4,4,5,5-tetramethyl-1,3,2-dioxaborolan-2-yl)-1H-indole-6-carboxylate (383 mg, 1.0 mmol), tert-butyl 3-bromopyridin-4-ylcarbamate (328 mg, 1.2 mmol) and LiCl (84.8 mg, 2.0 mmol), in ethanol (3 mL) and toluene (3 mL) was added, 2M aqueous Na2CO3 (1.25 mL, 2.5 mmol) solution. The mixture was then degassed by the application of vacuum followed by flushing with N2.Pd(PPh3)4 (58 mg, 0.05 mmol) was then added and the reaction was heated at 80° C. overnight. The re... Starting materials: CC1=CC=CC2=C1OC1=C2C=CC=C1 (4-Methyldibenzofuran), C([O-])([O-])=O.[Na+].[Na+] (sodium carbonate), BrBr (bromine). Solvent: CCCCCC (hexane). Reaction conditions: time 72 hour. Product: BrC=1C=CC2=C(OC3=C2C=CC=C3)C1C (3-Bromo4-methyldibenzofuran). RXN SMILES: [CH3:1][C:2]1[C:7]2[O:8][C:9]3[CH:14]=[CH:13][CH:12]=[CH:11][C:10]=3[C:6]=2[CH:5]=[CH:4][CH:3]=1.C(=O)([O-])[O-].[Na+].[Na+].[Br:21]Br>CCCCCC>[Br:21][C:3]1[CH:4]=[CH:5][C:6]2[C:10]3[CH:11]=[CH:12][CH:13]=[CH:14][C:9]=3[O:8][C:7]=2[C:2]=1[CH3:1] |f:1.2.3|. Procedure details: 4-Methyldibenzofuran (30 g, 165 mmol) and sodium carbonate (17.5 g, 165 mmol) were mixed in hexane (300 ml) and bromine (26.4 g, 165 mmol) was added. The reaction was stirred at room temperature for 72 hours, then the solvent was removed in vacuo to give an oil which crystallised. Recrystallisation from IMS yielded several batches of off-white crystals (31.22 g, 72%) with m.p. 124°-125° C. (Found: C, 58.59; H, 3,28. C13H9BrO 0.31H2O requires: C, 58.58; H, 3.63%); δH [2H6 ]-DMSO 8.15 (1H, d), 7.9... The yield is 32.5%. Conditions: time 8 hour. Procedure details: A mixture of 2-(1-{[5-(aminomethyl)-2-thienyl]carbonyl}-3-pyridin-3-yl-4,5-dihydro-1H-pyrazol-5-yl)phenol (0.080 g, 0.21 mmol), EDCI (0.070 g, 0.36 mmol), DIPEA (0.150 mL, 0.86 mmol), and picolinic acid (0.31 g. 0.25 mmol) in DCM (4 mL) was allowed to stir at rt overnight. The reaction mixture was diluted with water and extracted with DCM. The organic solutions were combined, washed with brine, dried over MgSO4, filtered, and concentrated. The residue was purified by column chromatography to giv... RXN SMILES: [NH2:1][CH2:2][C:3]1[S:7][C:6]([C:8]([N:10]2[CH:14]([C:15]3[CH:20]=[CH:19][CH:18]=[CH:17][C:16]=3[OH:21])[CH2:13][C:12]([C:22]3[CH:23]=[N:24][CH:25]=[CH:26][CH:27]=3)=[N:11]2)=[O:9])=[CH:5][CH:4]=1.CCN=C=NCCCN(C)C.CCN(C(C)C)C(C)C.[N:48]1[CH:53]=[CH:52][CH:51]=[CH:50][C:49]=1[C:54](O)=[O:55]>C(Cl)Cl.O>[OH:21][C:16]1[CH:17]=[CH:18][CH:19]=[CH:20][C:15]=1[CH:14]1[N:10]([C:8]([C:6]2[S:7][C:3]([CH2:2][NH:1][C:54]([C:49]3[CH:50]=[CH:51][CH:52]=[CH:53][N:48]=3)=[O:55])=[CH:4][CH:5]=2)=[O:9])[N:11]=[C:12]([C:22]2[CH:23]=[N:24][CH:25]=[CH:26][CH:27]=2)[CH2:13]1. Reactants: NCC1=CC=C(S1)C(=O)N1N=C(CC1C1=C(C=CC=C1)O)C=1C=NC=CC1 (2-(1-{[5-(aminomethyl)-2-thienyl]carbonyl}-3-pyridin-3-yl-4,5-dihydro-1H-pyrazol-5-yl)phenol), CCN=C=NCCCN(C)C (EDCI), CCN(C(C)C)C(C)C (DIPEA), N1=C(C=CC=C1)C(=O)O (picolinic acid). Product: OC1=C(C=CC=C1)C1CC(=NN1C(=O)C1=CC=C(S1)CNC(=O)C1=NC=CC=C1)C=1C=NC=CC1 (N-[(5-{[5-(2-hydroxyphenyl)-3-pyridin-3-yl-4,5-dihydro-1H-pyrazol-1-yl]carbonyl}-2-thienyl)methyl]pyridine-2-carboxamide). Run in C(Cl)Cl (DCM), O (water).